The task is: describe an organic reaction: reactants, conditions, products, and yield. This data is from the Open Reaction Database (ORD), a public repository of structured organic reaction records. Reactants: C1(=CC=CC2=CC=CC=C12)S(=O)(=O)C=1C=CC2=C(C1)C=1CNCCC1O2 (8-(1-naphthylsulfonyl)-1,2,3,4-tetrahydrobenzofuro[3,2-c]pyridine), hydrochloride salt, Cl (HCl). Run in CO (methanol), CO (methanol). Product: Cl.C1(=CC=CC2=CC=CC=C12)S(=O)(=O)C=1C=CC2=C(C1)C=1CNCCC1O2 (8-(1-naphthylsulfonyl)-1,2,3,4-tetrahydrobenzofuro[3,2-c]pyridine hydrochloride). Reaction SMILES: [C:1]1([S:11]([C:14]2[CH:15]=[CH:16][C:17]3[O:26][C:25]4[CH2:24][CH2:23][NH:22][CH2:21][C:20]=4[C:18]=3[CH:19]=2)(=[O:13])=[O:12])[C:10]2[C:5](=[CH:6][CH:7]=[CH:8][CH:9]=2)[CH:4]=[CH:3][CH:2]=1.[ClH:27]>CO>[ClH:27].[C:1]1([S:11]([C:14]2[CH:15]=[CH:16][C:17]3[O:26][C:25]4[CH2:24][CH2:23][NH:22][CH2:21][C:20]=4[C:18]=3[CH:19]=2)(=[O:13])=[O:12])[C:10]2[C:5](=[CH:6][CH:7]=[CH:8][CH:9]=2)[CH:4]=[CH:3][CH:2]=1 |f:3.4|. Procedure: The product of step B was converted to the hydrochloride salt by dissolving in methanol and treating with 1.25 M HCl in methanol. The reaction mixture was concentrated in vacuo to give 8-(1-naphthylsulfonyl)-1,2,3,4-tetrahydrobenzofuro[3,2-c]pyridine hydrochloride (52 mg, 100%, AUC HPLC 94.5%) as a white solid: mp 200-202° C.; 1H NMR (DMSO-d6, 300 MHz) δ 9.51 (br s, 2H), 8.61-8.45 (m, 3H), 8.33 (d, J=8.1 Hz, 1H), 8.14-8.05 (m, 1H), 7.87 (dd, J=8.7, 2.1 Hz, 1H), 7.82-7.74 (m, 2H), 7.69-7.57 (m, 2... Reactants: FC1=CC2=C(N(C(CO2)=O)CCC)C=C1N=C=O (7-fluoro-4-propyl-2H-1,4-benzoxazin-3(4H)-one-6yl isocyanate), N(=[N+]=[N-])[Si](C)(C)C (azidotrimethylsilane), ice water. Run in C1(=CC=CC=C1)C (toluene). Product: FC1=CC2=C(N(C(CO2)=O)CCC)C=C1N1N=NNC1=O (1-(7-fluoro-4-propyl-2H-1,4-benzoxazin-3(4H)-one-6-yl)-1,4-dihydro-5H-tetrazol-5 one). The yield is 43.7%. As a reaction SMILES: [F:1][C:2]1[C:15]([N:16]=[C:17]=[O:18])=[CH:14][C:5]2[N:6]([CH2:11][CH2:12][CH3:13])[C:7](=[O:10])[CH2:8][O:9][C:4]=2[CH:3]=1.[N:19]([Si](C)(C)C)=[N+:20]=[N-:21]>C1(C)C=CC=CC=1>[F:1][C:2]1[C:15]([N:16]2[C:17](=[O:18])[NH:21][N:20]=[N:19]2)=[CH:14][C:5]2[N:6]([CH2:11][CH2:12][CH3:13])[C:7](=[O:10])[CH2:8][O:9][C:4]=2[CH:3]=1. Procedure: Under a dry nitrogen atmosphere, 4.3 grams of 7-fluoro-4-propyl-2H-1,4-benzoxazin-3(4H)-one-6yl isocyanate and 4.3 g (0.037 mole) of azidotrimethylsilane were heated at reflux for approximately 18 hours. The mixture was allowed to cool to room temperature and was diluted with toluene. This mixture was poured into ice-water forming a precipitate. The precipitate was collected by vaccum filtration, and the filter cake was rinsed first with water followed by diethyl ether. The filter cake was disso... Starting materials: C=C(OCC)[Sn](CCCC)(CCCC)CCCC, CN(C)C=O, CCOC(C)=O, Cl, Nc1c(C(=O)c2cccc(Br)c2)cnn1-c1ccc(F)cc1, c1ccc(P(c2ccccc2)(c2ccccc2)[Pd](P(c2ccccc2)(c2ccccc2)c2ccccc2)(P(c2ccccc2)(c2ccccc2)c2ccccc2)P(c2ccccc2)(c2ccccc2)c2ccccc2)cc1. Product: C=C(OCC)c1cccc(C(=O)c2cnn(-c3ccc(F)cc3)c2N)c1. Reaction SMILES: [CH2:23]([Sn:24]([CH2:25][CH2:26][CH2:27][CH3:33])([C:28](=[CH2:29])[O:30][CH2:31][CH3:32])[CH2:34][CH2:35][CH2:36][CH3:37])[CH2:38][CH2:39][CH3:40].[CH3:42][N:43]([CH3:44])[CH:45]=[O:46].[CH3:47][CH2:48][O:49][C:50](=[O:51])[CH3:52].[ClH:41].[NH2:1][c:2]1[c:3]([C:14]([c:15]2[cH:16][c:17]([Br:21])[cH:18][cH:19][cH:20]2)=[O:22])[cH:4][n:5][n:6]1-[c:7]1[cH:8][cH:9][c:10]([F:13])[cH:11][cH:12]1.[cH:53]1[cH:54][cH:55][c:56]([P:57]([Pd:58]([P:59]([c:60]2[cH:61][cH:62][cH:63][cH:64][cH:65]2)([c:66]2[cH:67][cH:68][cH:69][cH:70][cH:71]2)[c:72]2[cH:73][cH:74][cH:75][cH:76][cH:77]2)([P:78]([c:79]2[cH:80][cH:81][cH:82][cH:83][cH:84]2)([c:85]2[cH:86][cH:87][cH:88][cH:89][cH:90]2)[c:91]2[cH:92][cH:93][cH:94][cH:95][cH:96]2)[P:97]([c:98]2[cH:99][cH:100][cH:101][cH:102][cH:103]2)([c:104]2[cH:105][cH:106][cH:107][cH:108][cH:109]2)[c:110]2[cH:111][cH:112][cH:113][cH:114][cH:115]2)([c:116]2[cH:117][cH:118][cH:119][cH:120][cH:121]2)[c:122]2[cH:123][cH:124][cH:125][cH:126][cH:127]2)[cH:128][cH:129]1>>[NH2:1][c:2]1[c:3]([C:14]([c:15]2[cH:16][c:17]([C:28](=[CH2:29])[O:30][CH2:31][CH3:32])[cH:18][cH:19][cH:20]2)=[O:22])[cH:4][n:5][n:6]1-[c:7]1[cH:8][cH:9][c:10]([F:13])[cH:11][cH:12]1. Reactants: OC1=CC=C(C=C1)C=1OC(=C(N1)CC(=O)N1[C@@H](CCC1)C)C (2-[2-(4-Hydroxy-phenyl)-5-methyl-oxazol-4-yl]-1-(2-(R)-methyl-pyrrolidin-1-yl)-ethanone), Cl.ClCC=1N=C(SC1)C (4-(chloromethyl)-2-methylthiazole hydrochloride). The product is CC1=C(N=C(O1)C1=CC=C(C=C1)OCC=1N=C(SC1)C)CCN1[C@@H](CCC1)C (5-Methyl-4-[2-(2-(R)-methyl-pyrrolidin-1-yl)-ethyl]-2-[4-(2-methyl-thiazol-4-ylmethoxy)-phenyl]-oxazole). RXN SMILES: [OH:1][C:2]1[CH:7]=[CH:6][C:5]([C:8]2[O:9][C:10]([CH3:22])=[C:11]([CH2:13][C:14]([N:16]3[CH2:20][CH2:19][CH2:18][C@H:17]3[CH3:21])=O)[N:12]=2)=[CH:4][CH:3]=1.Cl.Cl[CH2:25][C:26]1[N:27]=[C:28]([CH3:31])[S:29][CH:30]=1>>[CH3:22][C:10]1[O:9][C:8]([C:5]2[CH:6]=[CH:7][C:2]([O:1][CH2:25][C:26]3[N:27]=[C:28]([CH3:31])[S:29][CH:30]=3)=[CH:3][CH:4]=2)=[N:12][C:11]=1[CH2:13][CH2:14][N:16]1[CH2:20][CH2:19][CH2:18][C@H:17]1[CH3:21] |f:1.2|. Procedure: The title compound is prepared in a manner substantially similar to Example 58 from 2-[2-(4-Hydroxy-phenyl)-5-methyl-oxazol-4-yl]-1-(2-(R)-methyl-pyrrolidin-1-yl)-ethanone (See Example 56) and 4-(chloromethyl)-2-methylthiazole hydrochloride. MS (m/e): 398.3 (M+1)